The task is: describe an organic reaction: reactants, conditions, products, and yield. This data is from the Open Reaction Database (ORD), a public repository of structured organic reaction records. RXN SMILES: [CH2:1]([Li])CCC.C(NC(C)C)(C)C.[Cl:13][C:14]1[C:15]([F:25])=[C:16]([CH:20]=[C:21]([F:24])[C:22]=1[F:23])[C:17]([OH:19])=[O:18].CI>O1CCCC1.O.C(OCC)C.CCCCCC>[Cl:13][C:14]1[C:15]([F:25])=[C:16]([C:20]([CH3:1])=[C:21]([F:24])[C:22]=1[F:23])[C:17]([OH:19])=[O:18]. Reaction conditions: time 15 minute. The solvent is O1CCCC1 (tetrahydrofuran), CCCCCC (hexane), O1CCCC1 (tetrahydrofuran), O (water), C(C)OCC (Diethyl ether). Yields the product ClC=1C(=C(C(=O)O)C(=C(C1F)F)C)F (3-Chloro-2,4,5-trifluoro-6-methylbenzoic Acid). Procedure details: A 1.69 M hexane solution (14 ml) of n-butyllithium was added dropwise to a solution of diisopropylamine (3.6 ml) in tetrahydrofuran (15 ml) at -65° C. in a nitrogen gas stream, and the mixture was stirred at the same temperature for 15 minutes. A solution of 3-chloro-2,4,5-trifluorobenzoic acid (2.1 g) in tetrahydrofuran (15 ml) was added dropwise to the reaction mixture at -60° C., and the mixture was stirred at the same temperature for 15 minutes. Methyl iodide (1.9 ml) was added dropwise at -... Reactants: C(CCC)[Li] (n-butyllithium), C(C)(C)NC(C)C (diisopropylamine), ClC=1C(=C(C(=O)O)C=C(C1F)F)F (3-chloro-2,4,5-trifluorobenzoic acid), CI (Methyl iodide), resultant mixture. Reactants: C(C(CCCCCCCCCC)O)O (1,2-dodecanediol), C1(=CC=CC=C1)C (toluene), B(O)(O)O (boric acid). Solvent: O (water). Reaction conditions: temperature 75 celsius. Yields the product B(O)(O)O.C(C(CCCCCCCCCC)O)O (1,2-Dodecanediol Borate). As a reaction SMILES: [CH2:1]([OH:14])[CH:2]([OH:13])[CH2:3][CH2:4][CH2:5][CH2:6][CH2:7][CH2:8][CH2:9][CH2:10][CH2:11][CH3:12].C1(C)C=CC=CC=1.[B:22]([OH:25])([OH:24])[OH:23]>O>[B:22]([OH:25])([OH:24])[OH:23].[CH2:1]([OH:14])[CH:2]([OH:13])[CH2:3][CH2:4][CH2:5][CH2:6][CH2:7][CH2:8][CH2:9][CH2:10][CH2:11][CH3:12] |f:4.5|. Procedure: Approximately 151 g of 1,2-dodecanediol and 150 g of toluene were charged to a 1 liter reactor equipped with agitator, heater and Dean-Stark tube with condenser and provision for using a nitrogen vapor space blanket. The contents were heated up to 75° C., and 45 g of boric acid was added. The mixture was heated up to 155° C. over a period of 5 hours until water evolution stopped. The solvent was removed by vacuum distillation and the product was filtered hot through diatomaceous earth. The produ...